From a dataset of the Open Reaction Database (ORD), a public repository of structured organic reaction records. describe an organic reaction: reactants, conditions, products, and yield Starting materials: [Br-], C[Mg+], C1CCOC1, O=Cc1c[nH]c(-c2ccccc2)n1. Product: CC(O)c1c[nH]c(-c2ccccc2)n1. As a reaction SMILES: [Br-:1].[CH3:2][Mg+:3].[O:17]1[CH2:18][CH2:19][CH2:20][CH2:21]1.[c:4]1(-[c:10]2[nH:11][cH:12][c:13]([CH:15]=[O:16])[n:14]2)[cH:5][cH:6][cH:7][cH:8][cH:9]1>>[CH3:2][CH:15]([c:13]1[cH:12][nH:11][c:10](-[c:4]2[cH:5][cH:6][cH:7][cH:8][cH:9]2)[n:14]1)[OH:16]. Starting materials: C1(CCCC1)[Mg]Br (Cyclopentylmagnesium bromide), N1=C(C=CC=C1)SC(CCC1=CCCCC1)=O (3-Cyclohex-1-enyl-thiopropionic acid S-pyridin-2-yl ester). Solvent: C1CCOC1 (THF), CCOCC (ether). Run at temperature -78 celsius, time 45 minute. Product: C1(=CCCCC1)CCC(=O)C1CCCC1 (3-cyclohex-1-enyl-1-cyclopentyl-propan-1-one). The yield is 72.0%. Reaction SMILES: [CH:1]1([Mg]Br)[CH2:5][CH2:4][CH2:3][CH2:2]1.N1C=CC=CC=1S[C:15](=[O:24])[CH2:16][CH2:17][C:18]1[CH2:23][CH2:22][CH2:21][CH2:20][CH:19]=1>CCOCC.C1COCC1>[C:18]1([CH2:17][CH2:16][C:15]([CH:1]2[CH2:5][CH2:4][CH2:3][CH2:2]2)=[O:24])[CH2:23][CH2:22][CH2:21][CH2:20][CH:19]=1. Reported procedure: Cyclopentylmagnesium bromide (1.6 mL, 3.15 mmol, 2M soln in ether) was added to a cooled −78° C. solution of 3-Cyclohex-1-enyl-thiopropionic acid S-pyridin-2-yl ester (0.65 g, 2.63 mmol, from Step 3) dissolved in THF (10 mL). The reaction mixture was stirred for 45 min at −78° C. and then warmed up to rt. The reaction was quenched with 1 N HCl and extracted with EtOAc. The organic layer was washed with saturated NaHCO3, brine, dried over Na2SO4 and concentrated. The residue was purified by silic... Reactants: O=C([O-])[O-], CCOC(C)=O, CS(C)=O, Clc1nc2ccccc2nc1Cl, ClCCl, Cl, [Cs+], [Cs+], O, NS(=O)(=O)c1ccccc1. Yields the product O=S(=O)(Nc1nc2ccccc2nc1Cl)c1ccccc1. RXN SMILES: [C:23](=[O:24])([O-:25])[O-:26].[CH3:33][CH2:34][O:35][C:36](=[O:37])[CH3:38].[CH3:40][S:41]([CH3:42])=[O:43].[Cl:1][c:2]1[n:3][c:4]2[cH:5][cH:6][cH:7][cH:8][c:9]2[n:10][c:11]1[Cl:12].[Cl:30][CH2:31][Cl:32].[ClH:29].[Cs+:27].[Cs+:28].[OH2:39].[c:13]1([S:19](=[O:20])(=[O:21])[NH2:22])[cH:14][cH:15][cH:16][cH:17][cH:18]1>>[c:2]1([NH:22][S:19]([c:13]2[cH:14][cH:15][cH:16][cH:17][cH:18]2)(=[O:20])=[O:21])[n:3][c:4]2[cH:5][cH:6][cH:7][cH:8][c:9]2[n:10][c:11]1[Cl:12]. Starting materials: C(C)(=O)OC1=C(C(=CC2=CC(=CC=C12)OC)C)C1=CC=CC=C1 (3-methyl-6-(methyloxy)-2-phenyl-1-naphthalenyl acetate), C(C)(=O)O (acetic acid), Br (HBr), resultant mixture, C1(=CC=C(C=C1)S(=O)(=O)O)C (p-toluene sulfonic acid), resultant mixture. Solvent: C(Cl)Cl (CH2Cl2), C(Cl)(Cl)Cl (CHCl3), N1=CC=CC=C1 (pyridine). Product: CC1=CC=C(C=C1)S(=O)(=O)OC1=CC2=CC(=C(C(=C2C=C1)O)C1=CC=CC=C1)C (5-hydroxy-7-methyl-6-phenyl-2-naphthalenyl 4-methylbenzenesulfonate). The yield is 89.0%. RXN SMILES: C([O:4][C:5]1[C:14]2[C:9](=[CH:10][C:11](OC)=[CH:12][CH:13]=2)[CH:8]=[C:7]([CH3:17])[C:6]=1[C:18]1[CH:23]=[CH:22][CH:21]=[CH:20][CH:19]=1)(=O)C.C(O)(=O)C.Br.[C:29]1([CH3:39])[CH:34]=[CH:33][C:32]([S:35]([OH:38])(=[O:37])=[O:36])=[CH:31][CH:30]=1>C(Cl)(Cl)Cl.C(Cl)Cl.N1C=CC=CC=1>[CH3:39][C:29]1[CH:30]=[CH:31][C:32]([S:35]([O:38][C:11]2[CH:12]=[CH:13][C:14]3[C:9](=[CH:8][C:7]([CH3:17])=[C:6]([C:18]4[CH:23]=[CH:22][CH:21]=[CH:20][CH:19]=4)[C:5]=3[OH:4])[CH:10]=2)(=[O:36])=[O:37])=[CH:33][CH:34]=1. Procedure details: A round-bottomed flask was charged with 3-methyl-6-(methyloxy)-2-phenyl-1-naphthalenyl acetate (6) (5.00 g, 16.34 mmol), acetic acid (100 mL) and 48% aqueous HBr (50 mL). The resultant mixture was stirred between 90° C. and 100° C. for 4 h. The reaction mixture was concentrated under reduced pressure and the residue was neutralized with sat. NaHCO3 (100 mL). The aqueous reaction mixture was extracted with CH2Cl2 (4×150 mL). The combined organic layer was dried (Na2SO4) and concentrated under red... The reactants are C=C(C)n1c(=O)n(-c2ccc(CCNCC(O)COc3ccc(O[Si](c4ccccc4)(c4ccccc4)C(C)(C)C)cc3)cc2)c2ncccc21, CO, ClC(Cl)Cl. Yields the product C=C(C)n1c(=O)n(-c2ccc(CCNCC(O)COc3ccc(O)cc3)cc2)c2ncccc21. Reaction SMILES: [C:1]([Si:2]([c:3]1[cH:4][cH:5][cH:40][cH:41][cH:42]1)([O:6][c:7]1[cH:8][cH:9][c:10]([O:11][CH2:12][CH:13]([CH2:14][NH:15][CH2:16][CH2:17][c:18]2[cH:19][cH:20][c:21](-[n:24]3[c:25](=[O:36])[n:26]([C:33](=[CH2:34])[CH3:35])[c:27]4[c:28]3[n:29][cH:30][cH:31][cH:32]4)[cH:22][cH:23]2)[OH:37])[cH:38][cH:39]1)[c:43]1[cH:44][cH:45][cH:46][cH:47][cH:48]1)([CH3:49])([CH3:50])[CH3:51].[CH3:52][OH:53].[CH:54]([Cl:55])([Cl:56])[Cl:57]>>[OH:6][c:7]1[cH:8][cH:9][c:10]([O:11][CH2:12][CH:13]([CH2:14][NH:15][CH2:16][CH2:17][c:18]2[cH:19][cH:20][c:21](-[n:24]3[c:25](=[O:36])[n:26]([C:33](=[CH2:34])[CH3:35])[c:27]4[c:28]3[n:29][cH:30][cH:31][cH:32]4)[cH:22][cH:23]2)[OH:37])[cH:38][cH:39]1.